Dataset: the Open Reaction Database (ORD), a public repository of structured organic reaction records. Task: describe an organic reaction: reactants, conditions, products, and yield Reactants: CC1(OB(OC1(C)C)C1=C(C=CC=C1)NS(=O)(=O)CC)C (N-(2-(4,4,5,5-tetramethyl-1,3,2-dioxaborolan-2-yl)phenyl)ethanesulfonamide), BrC1=CC(=C(C=C1)C=1N=C2C(=NC1)NC=C2)F (2-(4-bromo-2-fluorophenyl)-5H-pyrrolo[2,3-b]pyrazine). The product is FC=1C=C(C=CC1C=1N=C2C(=NC1)NC=C2)C2=C(C=CC=C2)NS(=O)(=O)CC (N-[3′-Fluoro-4′-(5H-pyrrolo[2,3-b]pyrazin-2-yl)biphenyl-2-yl]ethanesulfonamide). Reaction SMILES: CC1(C)C(C)(C)OB([C:9]2[CH:14]=[CH:13][CH:12]=[CH:11][C:10]=2[NH:15][S:16]([CH2:19][CH3:20])(=[O:18])=[O:17])O1.Br[C:23]1[CH:28]=[CH:27][C:26]([C:29]2[N:30]=[C:31]3[CH:37]=[CH:36][NH:35][C:32]3=[N:33][CH:34]=2)=[C:25]([F:38])[CH:24]=1>>[F:38][C:25]1[CH:24]=[C:23]([C:9]2[CH:14]=[CH:13][CH:12]=[CH:11][C:10]=2[NH:15][S:16]([CH2:19][CH3:20])(=[O:17])=[O:18])[CH:28]=[CH:27][C:26]=1[C:29]1[N:30]=[C:31]2[CH:37]=[CH:36][NH:35][C:32]2=[N:33][CH:34]=1. Procedure details: The title compound was prepared using methods analogous to those described in Step C of Example 490 using N-(2-(4,4,5,5-tetramethyl-1,3,2-dioxaborolan-2-yl)phenyl)ethanesulfonamide and 2-(4-bromo-2-fluorophenyl)-5H-pyrrolo[2,3-b]pyrazine. MS (ESI): mass calcd. for C20H17FN4O2S, 396.11; m/z found, 397.1 [M+H]+. 1H NMR (400 MHz, CDCl3) δ 9.16 (s, 1H), 8.78 (d, J=2.6, 1H), 8.20-8.11 (m, 2H), 7.75-7.66 (m, 2H), 7.47-7.37 (m, 1H), 7.36-7.28 (m, 2H), 7.27-7.20 (m, 1H), 6.87-6.79 (m, 1H), 6.59 (s, 1H),... Procedure: The title compound was prepared in a manner analogous to Intermediate 19, substituting 2-methoxybenzoic acid for biphenyl-2-carboxylic acid. MS (ESI) mass calcd. for C13H16N2O2, 232.28; m/z found, 233.2 [M+H]+. Reactants: C1(=C(C=CC=C1)C(=O)N1CC2CNC2C1)C1=CC=CC=C1 (Biphenyl-2-yl-(3,6-diaza-bicyclo[3.2.0]hept-3-yl)-methanone), C=1(C(=CC=CC1)C(=O)O)C1=CC=CC=C1 (biphenyl-2-carboxylic acid). Reaction SMILES: [C:1]1(C2C=CC=CC=2)[CH:6]=[CH:5][CH:4]=[CH:3][C:2]=1[C:7]([N:9]1[CH2:15][CH:14]2[CH:11]([CH2:12][NH:13]2)[CH2:10]1)=[O:8].C1(C2C=CC=CC=2)C([C:28](O)=[O:29])=CC=CC=1>>[CH:11]12[CH2:12][NH:13][CH:14]1[CH2:15][N:9]([C:7]([C:2]1[CH:3]=[CH:4][CH:5]=[CH:6][C:1]=1[O:29][CH3:28])=[O:8])[CH2:10]2. The product is C12CN(CC2NC1)C(=O)C1=C(C=CC=C1)OC ((3,6-Diaza-bicyclo[3.2.0]hept-3-yl)-(2-methoxy-phenyl)-methanone). Reactants: [N-]=[N+]=[N-].[Na+] (sodium azide), COC1=CC=C(C=C1)S(=O)(=O)Cl (p-methoxybenzenesulfonyl chloride), [N-]=[N+]=[N-].[Na+] (sodium azide), S(=O)(=O)(Cl)Cl (sulfonyl chloride). Run in O (water), C(C)O (ethanol). Reaction conditions: temperature 30 celsius. Product: COC1=CC=C(C=C1)S(=O)(=O)N=[N+]=[N-] (p-Methoxybenzenesulfonyl Azide). Yield: 96.0%. Reaction SMILES: [CH3:1][O:2][C:3]1[CH:8]=[CH:7][C:6]([S:9](Cl)(=[O:11])=[O:10])=[CH:5][CH:4]=1.[N-:13]=[N+:14]=[N-:15].[Na+].S(Cl)(Cl)(=O)=O>C(O)C.O>[CH3:1][O:2][C:3]1[CH:8]=[CH:7][C:6]([S:9]([N:13]=[N+:14]=[N-:15])(=[O:11])=[O:10])=[CH:5][CH:4]=1 |f:1.2|. Reported procedure: 274 g (1.33 mole) of p-methoxybenzenesulfonyl chloride was dissolved in one liter ethanol in a two liter Erlenmeyer flask. The solution was stirred magnetically and warmed to 30° C. 112 g (1.72 mole) of sodium azide was dissolved in a minimum amount of water and the sodium azide solution was then added to the sulfonyl chloride solution. Sodium chloride precipitated over a 30 minute period. The reaction solution was then poured into a 4 liter Erlenmeyer flask containing 2 liters of ice water. The...